The task is: describe an organic reaction: reactants, conditions, products, and yield. This data is from the Open Reaction Database (ORD), a public repository of structured organic reaction records. Starting materials: CCOC(C)=O, Cl, CC(C)(C)OC(=O)NCC(O)CP(=O)(CC1CCCCC1)Oc1ccccc1. The product is Cl, NCC(O)CP(=O)(CC1CCCCC1)Oc1ccccc1. RXN SMILES: [CH3:30][CH2:31][O:32][C:33](=[O:34])[CH3:35].[ClH:29].[c:1]1([O:7][P:8](=[O:9])([CH2:10][CH:11]2[CH2:12][CH2:13][CH2:14][CH2:15][CH2:16]2)[CH2:17][CH:18]([CH2:19][NH:20][C:21]([O:22][C:23]([CH3:24])([CH3:25])[CH3:26])=[O:27])[OH:28])[cH:2][cH:3][cH:4][cH:5][cH:6]1>>[ClH:29].[c:1]1([O:7][P:8](=[O:9])([CH2:10][CH:11]2[CH2:12][CH2:13][CH2:14][CH2:15][CH2:16]2)[CH2:17][CH:18]([CH2:19][NH2:20])[OH:28])[cH:2][cH:3][cH:4][cH:5][cH:6]1. The reactants are O.C1(=CC=C(C=C1)S(=O)(=O)O)C (p-toluenesulfonic acid monohydrate), O1C(NC(C1)=O)=O (oxazolidine-2,4-dione), [Li+].[Cl-] (LiCl), C(=O)C1=CC(=C(OC2=CC=C(C3=CC=CC=C23)C#N)C=C1)OC (4-(4-formyl-2-methoxy-phenoxy)-naphthalene-1-carbonitrile), C(C)(C)(C)[Li] (tert-butyllithium), CCCCC (pentane), Cl (HCl). Run in C1(=CC=CC=C1)C (toluene), C1CCOC1 (THF). Reaction conditions: temperature -78 celsius, time 20 minute. The product is O=C1OC(C(N1)=O)=CC1=CC(=C(OC2=CC=C(C3=CC=CC=C23)C#N)C=C1)OC (4-[4-(2,4-Dioxo-oxazolidin-5-ylidenemethyl)-2-methoxy-phenoxy]-naphthalene-1-carbonitrile). As a reaction SMILES: [O:1]1[CH2:5][C:4](=[O:6])[NH:3][C:2]1=[O:7].[Li+].[Cl-].C([Li])(C)(C)C.CCCCC.[CH:20]([C:22]1[CH:40]=[CH:39][C:25]([O:26][C:27]2[C:36]3[C:31](=[CH:32][CH:33]=[CH:34][CH:35]=3)[C:30]([C:37]#[N:38])=[CH:29][CH:28]=2)=[C:24]([O:41][CH3:42])[CH:23]=1)=O.Cl.O.C1(C)C=CC(S(O)(=O)=O)=CC=1>C1(C)C=CC=CC=1.C1COCC1>[O:7]=[C:2]1[NH:3][C:4](=[O:6])[C:5](=[CH:20][C:22]2[CH:40]=[CH:39][C:25]([O:26][C:27]3[C:36]4[C:31](=[CH:32][CH:33]=[CH:34][CH:35]=4)[C:30]([C:37]#[N:38])=[CH:29][CH:28]=3)=[C:24]([O:41][CH3:42])[CH:23]=2)[O:1]1 |f:1.2,7.8|. Procedure details: To a mixture of oxazolidine-2,4-dione (50.5 mg, 0.50 mmol), LiCl (128 mg, 3.0 mmol) and anhydrous THF (5.0 mL) cooled to −78° C. was added dropwise 1.7 M tert-butyllithium solution in pentane (0.616 mL, 1.05 mmol). After stirring at −78° C. for 20 minutes, the reaction mixture was warmed to 0° C. for 5 minutes. The mixture was recooled to −78° C. and a solution of 4-(4-formyl-2-methoxy-phenoxy)-naphthalene-1-carbonitrile (Example 19a) was added dropwise. After stirring at −78° C. for 15 minutes,... Reactants: BrCCCCCCCCCCCCC (1-bromotridecane), N(=O)[O-].[Na+] (sodium nitrite), O (water). The solvent is CN(C=O)C (dimethylformamide). Conditions: time 6 hour. The product is [N+](=O)([O-])CCCCCCCCCCCCC (1-Nitrotridecane). Reaction SMILES: [N:1]([O-:3])=[O:2].[Na+].Br[CH2:6][CH2:7][CH2:8][CH2:9][CH2:10][CH2:11][CH2:12][CH2:13][CH2:14][CH2:15][CH2:16][CH2:17][CH3:18].O>CN(C)C=O>[N+:1]([CH2:18][CH2:17][CH2:16][CH2:15][CH2:14][CH2:13][CH2:12][CH2:11][CH2:10][CH2:9][CH2:8][CH2:7][CH3:6])([O-:3])=[O:2] |f:0.1|. Procedure details: To a stirred, room temperature suspension of sodium nitrite (227 g, 3.29 mol) in dimethylformamide (3.8 L) was added 1-bromotridecane (514.51 g, 1.95435 mol), and the mixture was stirred for 6 hours. The mixture was poured into cold water (8 L) and extracted with petroleum ether (2×2 L). The organic layer was washed with water (2 L), saturated sodium chloride, dried (MgSO4), and rotoevaporated to a yellow oil. The oil was distilled in vacuo to give another oil; yield 171.9 g, bp 101°-120° C. (0.... The reactants are BrC1=CC(=CC=C1)Br (1,3-dibromobenzene), BrC=1SC=CC1 (2-bromothiophene), [Mg] (magnesium), II (iodine). Run in C(C)OCC (diethyl ether), C(C)OCC (diethyl ether), C(C)OCC (diethyl ether). Conditions: time 1 hour. The product is S1C(=CC=C1)C1=C(C=CC=C1)C=1SC=CC1 (Di-2-thienyl-benzene). Yield: 2.6%. As a reaction SMILES: Br[C:2]1[S:3][CH:4]=[CH:5][CH:6]=1.[Mg].II.Br[C:11]1[CH:16]=[CH:15][CH:14]=[C:13](Br)[CH:12]=1>C(OCC)C>[S:3]1[CH:4]=[CH:5][CH:6]=[C:2]1[C:12]1[CH:13]=[CH:14][CH:15]=[CH:16][C:11]=1[C:2]1[S:3][CH:4]=[CH:5][CH:6]=1. Reported procedure: The Grignard was prepared by adding 2-bromothiophene (8.15 g, 0.05 m) in diethyl ether (10 ml) to magnesium turnings (1.22 g, 0.05 m) and iodine (trace) in diethyl ether (15 ml). After 1 h, the Grignard was slowly added to 1,3-dibromobenzene (5.0 g, 0.021 m) and catalyst in diethyl ether (20 ml). Workup after 24 h afforded a residue which crystallized from hot hexanes yielding a green solid (540 mg, 10% crude yield). The green solid (190 mg) was purified by column chromatography using petroleum ...